This data is from the Open Reaction Database (ORD), a public repository of structured organic reaction records. The task is: describe an organic reaction: reactants, conditions, products, and yield The reactants are O=C(CC(=O)C(F)(F)F)c1ccc(C(=O)N2CCCCC2)s1, [H-], [H][H], CI, [Na+], CN(C)C=O. Product: CC(C(=O)c1ccc(C(=O)N2CCCCC2)s1)C(=O)C(F)(F)F. Reaction SMILES: [F:3][C:4]([C:5]([CH2:6][C:7](=[O:8])[c:9]1[s:10][c:11]([C:14](=[O:15])[N:16]2[CH2:17][CH2:18][CH2:19][CH2:20][CH2:21]2)[cH:12][cH:13]1)=[O:22])([F:23])[F:24].[H-:1].[H:25][H:26].[I:27][CH3:28].[Na+:2].[O:29]=[CH:30][N:31]([CH3:32])[CH3:33]>>[F:3][C:4]([C:5]([CH:6]([C:7](=[O:8])[c:9]1[s:10][c:11]([C:14](=[O:15])[N:16]2[CH2:17][CH2:18][CH2:19][CH2:20][CH2:21]2)[cH:12][cH:13]1)[CH3:28])=[O:22])([F:23])[F:24]. The reactants are ClC=1C=C(C=C(C1)Cl)SC1=C(N=C(N1C)CCO)C(C)C (5-(3,5-dichlorophenylthio)-4-isopropyl-2-(2-hydroxyethyl)-1-methyl-1H-imidazole), enol ether, COC1=CCCC2=CC=CC=C12 (1-methoxy-3,4-dihydronaphthalene). The product is ClC=1C=C(C=C(C1)Cl)SC1=C(N=C(N1C)CCOC1=CCCC2=CC=CC=C12)C(C)C (5-(3,5-Dichlorophenylthio)-4-isopropyl-2-[2-(3,4-dihydronaphthalen-1-yloxy)ethyl]-1-methyl-1H-imidazole). Isolated yield 47.7%. Reaction SMILES: [Cl:1][C:2]1[CH:3]=[C:4]([S:9][C:10]2[N:14]([CH3:15])[C:13]([CH2:16][CH2:17][OH:18])=[N:12][C:11]=2[CH:19]([CH3:21])[CH3:20])[CH:5]=[C:6]([Cl:8])[CH:7]=1.CO[C:24]1[C:33]2[C:28](=[CH:29][CH:30]=[CH:31][CH:32]=2)[CH2:27][CH2:26][CH:25]=1>>[Cl:8][C:6]1[CH:5]=[C:4]([S:9][C:10]2[N:14]([CH3:15])[C:13]([CH2:16][CH2:17][O:18][C:27]3[C:28]4[C:33](=[CH:32][CH:31]=[CH:30][CH:29]=4)[CH2:24][CH2:25][CH:26]=3)=[N:12][C:11]=2[CH:19]([CH3:21])[CH3:20])[CH:3]=[C:2]([Cl:1])[CH:7]=1. Reported procedure: The compound 22 (345 mg, 1 mmol) was converted to the enol ether with 1-methoxy-3,4-dihydronaphthalene (801 mg, 10 mmol) in the same manner as the example 41 to give the compound 51 (226 mg, 47.8%). Mp 99-102° C. PMR (CDCl3 -0.1% d5 -Py): δH1.26 (6 H, d, J 7 Hz, (CH3)2C), 2.73 (2 H, t, J 7.8 Hz, =-CH2), 3.27 (2 H, t, J 6.2 Hz, CH2 -Im), 3.11 (1 H, m, (CH3)2CH), 3.54 (3 H, s, NCH3), 4.22 (2 H, t, J 6.2 Hz, OCH2), 5.04 (1 H, t, J 6.4 Hz, =CH), 6.79 (2 H, d, J 1.6 Hz, arom-H), 7.4-7.0 (5 H, m, arom... Conditions: time 3 hour. The yield is 98.4%. As a reaction SMILES: [F:1][C@@:2]1([C:14]([O:16]C)=[O:15])[CH2:6][CH2:5][N:4]([C:7]([O:9][C:10]([CH3:13])([CH3:12])[CH3:11])=[O:8])[CH2:3]1.[OH-].[Na+]>CO>[C:10]([O:9][C:7]([N:4]1[CH2:5][CH2:6][C@@:2]([F:1])([C:14]([OH:16])=[O:15])[CH2:3]1)=[O:8])([CH3:13])([CH3:11])[CH3:12] |f:1.2|. Product: C(C)(C)(C)OC(=O)N1C[C@@](CC1)(C(=O)O)F ((3S)-1-(tert-butoxycarbonyl)-3-fluoropyrrolidine-3-carboxylic acid). The solvent is CO (methanol). Procedure details: To a solution of #167 (238 mg, 0.963 mmol, 1 eq.) dissolved in methanol (2.6 mL) was added an aqueous solution of sodium hydroxide (2.5 M, 0.88 mL) and the reaction was stirred at room temperature for 3 hours. The reaction was then quenched with 10% aqueous citric acid (5 mL) and ethyl acetate (100 mL) was added, and the layers were separated. The organic layer was washed with 10% citric acid, water, and brine, then dried over sodium sulfate, filtered and concentrated in vacuo to afford #169 as ... The reactants are F[C@@]1(CN(CC1)C(=O)OC(C)(C)C)C(=O)OC (1-tert-butyl 3-methyl (3S)-3-fluoropyrrolidine-1,3-dicarboxylate), [OH-].[Na+] (sodium hydroxide). Reactants: CCn1ncnc1COc1nn2c(-c3ccccc3F)nncc2c1Br, OB(O)c1ccncc1. Product: CCn1ncnc1COc1nn2c(-c3ccccc3F)nncc2c1-c1ccncc1. RXN SMILES: [Br:10][c:11]1[c:12]([O:27][CH2:28][c:29]2[n:30]([CH2:34][CH3:35])[n:31][cH:32][n:33]2)[n:13][n:14]2[c:15](-[c:20]3[c:21]([F:26])[cH:22][cH:23][cH:24][cH:25]3)[n:16][n:17][cH:18][c:19]12.[n:1]1[cH:2][cH:3][c:4]([B:7]([OH:8])[OH:9])[cH:5][cH:6]1>>[n:1]1[cH:2][cH:3][c:4](-[c:11]2[c:12]([O:27][CH2:28][c:29]3[n:30]([CH2:34][CH3:35])[n:31][cH:32][n:33]3)[n:13][n:14]3[c:15](-[c:20]4[c:21]([F:26])[cH:22][cH:23][cH:24][cH:25]4)[n:16][n:17][cH:18][c:19]23)[cH:5][cH:6]1.